Dataset: the Open Reaction Database (ORD), a public repository of structured organic reaction records. Task: describe an organic reaction: reactants, conditions, products, and yield Starting materials: COC(=O)C=1C=NC(=NC1)C=1C=NC=CC1 (2-pyridin-3-yl-pyrimidine-5-carboxylic acid methyl ester), [Li+].[OH-] (LiOH). Solvent: CO (MeOH). Yields the product N1=CC(=CC=C1)C1=NC=C(C=N1)C(=O)O (2-pyridin-3-yl-pyrimidine-5-carboxylic acid). The yield is 29.9%. Reaction SMILES: C[O:2][C:3]([C:5]1[CH:6]=[N:7][C:8]([C:11]2[CH:12]=[N:13][CH:14]=[CH:15][CH:16]=2)=[N:9][CH:10]=1)=[O:4].[Li+].[OH-]>CO>[N:13]1[CH:14]=[CH:15][CH:16]=[C:11]([C:8]2[N:7]=[CH:6][C:5]([C:3]([OH:4])=[O:2])=[CH:10][N:9]=2)[CH:12]=1 |f:1.2|. Procedure: A solution of 2-pyridin-3-yl-pyrimidine-5-carboxylic acid methyl ester (0.73 g, 3.32 mmol) and 1M aqueous LiOH (3.32 mL) in MeOH (5 mL) is stirred at room temperature overnight. The MeOH is removed in vacuo, and the aqueous solution is treated with 3 N HCl to adjust the pH ˜2-3. The solid is filtered off and washed with water and dried in vacuum to yield 2-pyridin-3-yl-pyrimidine-5-carboxylic acid (0.2 g, 30%) as a solid. MS: 202 (M+H). Starting materials: COC(=O)C1=CC=C2C=CN(C2=C1)C (1-methyl-1H-indole-6-carboxylic acid methyl ester), O.NN (hydrazine monohydrate). Solvent: CO (methanol). Product: CN1C=CC2=CC=C(C=C12)C(=O)NN (1-Methyl-1H-indole-6-carboxylic acid hydrazide). RXN SMILES: C[O:2][C:3]([C:5]1[CH:13]=[C:12]2[C:8]([CH:9]=[CH:10][N:11]2[CH3:14])=[CH:7][CH:6]=1)=O.O.[NH2:16][NH2:17]>CO>[CH3:14][N:11]1[C:12]2[C:8](=[CH:7][CH:6]=[C:5]([C:3]([NH:16][NH2:17])=[O:2])[CH:13]=2)[CH:9]=[CH:10]1 |f:1.2|. Procedure: A mixture of 1-methyl-1H-indole-6-carboxylic acid methyl ester (3.2 g, 16.1 mmol), hydrazine monohydrate (8.5 g, 169 mmol) and methanol (50 ml) was stirred reflux for 15 h. The mixture was evaporated, water was added and the product was isolated by extraction with chloroform, followed by evaporation. Starting materials: C1(CCCCC1)COC1=CC=C(C(=O)OC)C=C1 (Methyl 4-cyclohexylmethyloxy-benzoate), BrBr (Bromine). The reagents and catalysts are [Fe] (Fe). The solvent is CCOC(=O)C (EtOAc), C(=O)O (HCOOH), C(=O)O (HCOOH). Conditions: time 1 hour. The product is C1(CCCCC1)COC1=C(C=C(C(=O)OC)C=C1)Br (Methyl 4-cyclohexylmethoxy-3-bromobenzoate). Reaction SMILES: [CH:1]1([CH2:7][O:8][C:9]2[CH:18]=[CH:17][C:12]([C:13]([O:15][CH3:16])=[O:14])=[CH:11][CH:10]=2)[CH2:6][CH2:5][CH2:4][CH2:3][CH2:2]1.[Br:19]Br>C(O)=O.CCOC(C)=O.[Fe]>[CH:1]1([CH2:7][O:8][C:9]2[CH:18]=[CH:17][C:12]([C:13]([O:15][CH3:16])=[O:14])=[CH:11][C:10]=2[Br:19])[CH2:2][CH2:3][CH2:4][CH2:5][CH2:6]1. Procedure: A solution of 23-2 (26.3 g, 106 mmol) was warmed on a steam bath in 110 mL of HCOOH with 592 mg (10.6 mmol) of Fe powder. Bromine (7.6 mL, 147.4 mmol) in 50 mL of HCOOH was added by dropping funnel over a period of 10 min. The reaction mixture was stirred an additional 1 h , cooled and poured onto ice. The resulting gum was taken up in 500 mL of EtOAc and washed with sat'd Na2S2O3 (2×150 mL), water (5×100 mL), sat'd NaHCO3 (3×100 mL) and brine (50 mL), dried (MgSO4) and concentrated to afford pr...